This data is from the Open Reaction Database (ORD), a public repository of structured organic reaction records. The task is: describe an organic reaction: reactants, conditions, products, and yield Starting materials: Cl.N[C@H]1CN(CC1)C1=C(C=C(C=C1)N1C(O[C@H](C1)CN1N=NC=C1)=O)F ((5R)-3-(4-((3R)-3-Aminopyrrolidin-1-yl)-3-fluorophenyl)-5-(1,2,3-triazol-1-ylmethyl)-oxazolidin-2-one hydrochloride), C([O-])(O)=O.[Na+] (sodium bicarbonate), ClC(=O)OCCOC (2-Methoxyethyl chloroformate). Run in ClCCl (dichloromethane). Reaction conditions: time 4 hour. The product is COCCOC(=O)N[C@H]1CN(CC1)C1=C(C=C(C=C1)N1C(O[C@H](C1)CN1N=NC=C1)=O)F ((5R)-3-(4-((3R)-3-(2-Methoxyethoxycarbonylamino)pyrrolidin-1-yl)-3-fluorophenyl)-5-(1,2,3-triazol-1-ylmethyl)oxazolidin-2-one). Yield: 78.1%. Reaction SMILES: Cl.[NH2:2][C@@H:3]1[CH2:7][CH2:6][N:5]([C:8]2[CH:13]=[CH:12][C:11]([N:14]3[CH2:18][C@H:17]([CH2:19][N:20]4[CH:24]=[CH:23][N:22]=[N:21]4)[O:16][C:15]3=[O:25])=[CH:10][C:9]=2[F:26])[CH2:4]1.C(=O)(O)[O-].[Na+].Cl[C:33]([O:35][CH2:36][CH2:37][O:38][CH3:39])=[O:34]>ClCCl>[CH3:39][O:38][CH2:37][CH2:36][O:35][C:33]([NH:2][C@@H:3]1[CH2:7][CH2:6][N:5]([C:8]2[CH:13]=[CH:12][C:11]([N:14]3[CH2:18][C@H:17]([CH2:19][N:20]4[CH:24]=[CH:23][N:22]=[N:21]4)[O:16][C:15]3=[O:25])=[CH:10][C:9]=2[F:26])[CH2:4]1)=[O:34] |f:0.1,2.3|. Procedure details: (5R)-3-(4-((3R)-3-Aminopyrrolidin-1-yl)-3-fluorophenyl)-5-(1,2,3-triazol-1-ylmethyl)-oxazolidin-2-one hydrochloride (200 mg, 0.52 mM) was suspended by stirring in dichloromethane (10 ml) at 0° and sodium bicarbonate solution (5 ml) added. 2-Methoxyethyl chloroformate (340 mg, 2.46 mM) was added, and the mixture stirred 4 hours, allowing the temperature to rise to ambient. The organic layer was separated, washed with sodium dihydrogen phosphate (2%, 2×15 ml), water (15 ml) and dried (magnesium su...